This data is from the Open Reaction Database (ORD), a public repository of structured organic reaction records. The task is: describe an organic reaction: reactants, conditions, products, and yield Product: NC1=NC(=NC=C1C(=O)C1=C(C=CC(=C1)F)OC)NC1CCN(CC1)S(=O)(=O)CCCCl ([4-amino-2-[1-(3-chloro-propane-1-sulfonyl)-piperidin-4-ylamino]-pyrimidin-5-yl]-(5-fluoro-2-methoxy-phenyl)-methanone). Procedure: A solution of [4-amino-2-(piperidin-4-ylamino)-pyrimidin-5-yl]-(5-fluoro-2-methoxy-phenyl)-methanone (290 mg, 0.72 mmol, Example 59 and 3-chloropropanesulfonyl chloride (165 mg, 0.93 mmol, Aldrich) was treated with diisopropylethyl amine (102 mg, 102 mmol, Aldrich) in methylene chloride (200 mL). This was stirred for 1 hour at 5° C. The reaction was washed with 5% aqueous sodium bicarbonate, dried (MgSO4), and the solvent concentrated in vacuum. This solid was dissolved in tetrahydrofuran, filte... Reactants: NC1=NC(=NC=C1C(=O)C1=C(C=CC(=C1)F)OC)NC1CCNCC1 ([4-amino-2-(piperidin-4-ylamino)-pyrimidin-5-yl]-(5-fluoro-2-methoxy-phenyl)-methanone), ClCCCS(=O)(=O)Cl (3-chloropropanesulfonyl chloride), C(C)(C)N(CC)C(C)C (diisopropylethyl amine). Solvent: C(Cl)Cl (methylene chloride). Yield: 82.0%. As a reaction SMILES: [NH2:1][C:2]1[C:7]([C:8]([C:10]2[CH:15]=[C:14]([F:16])[CH:13]=[CH:12][C:11]=2[O:17][CH3:18])=[O:9])=[CH:6][N:5]=[C:4]([NH:19][CH:20]2[CH2:25][CH2:24][NH:23][CH2:22][CH2:21]2)[N:3]=1.[Cl:26][CH2:27][CH2:28][CH2:29][S:30](Cl)(=[O:32])=[O:31].C(N(C(C)C)CC)(C)C>C(Cl)Cl>[NH2:1][C:2]1[C:7]([C:8]([C:10]2[CH:15]=[C:14]([F:16])[CH:13]=[CH:12][C:11]=2[O:17][CH3:18])=[O:9])=[CH:6][N:5]=[C:4]([NH:19][CH:20]2[CH2:21][CH2:22][N:23]([S:30]([CH2:29][CH2:28][CH2:27][Cl:26])(=[O:32])=[O:31])[CH2:24][CH2:25]2)[N:3]=1. Conditions: temperature 5 celsius, time 1 hour. Starting materials: N1CCSCC1 (thiomorpholine), FC=1C=C(C=C(C1F)F)[N+](=O)[O-] (3,4,5-trifluoronitrobenzene), N1CCSCC1 (thiomorpholine), C(C)(C)N(C(C)C)CC (N,N-diisopropylethylamine). The solvent is C(C)#N (acetonitrile). Procedure: A solution of 3,4,5-trifluoronitrobenzene (5.00 g, 28.24 mmol) in acetonitrile (60 mL) is cooled to 0° C. and treated with N,N-diisopropylethylamine (7.38 mL, 42.35 mmol) followed by thiomorpholine (2.98 mL, 29.65 mmol). The ice bath is removed and the reaction mixture stirred at room temperature under nitrogen for approximately 24 h, during which additional thiomorpholine (0.1 eq) is added. The solvent is removed under reduced pressure, and the residue is diluted with ethyl acetate, washed with... Product: FC1=C(C(=CC(=C1)[N+](=O)[O-])F)N1CCSCC1 (4-(2,6-Difluoro-4-nitrophenyl)thiomorpholine). As a reaction SMILES: [F:1][C:2]1[CH:3]=[C:4]([N+:10]([O-:12])=[O:11])[CH:5]=[C:6]([F:9])[C:7]=1F.C(N(CC)C(C)C)(C)C.[NH:22]1[CH2:27][CH2:26][S:25][CH2:24][CH2:23]1>C(#N)C>[F:9][C:6]1[CH:5]=[C:4]([N+:10]([O-:12])=[O:11])[CH:3]=[C:2]([F:1])[C:7]=1[N:22]1[CH2:27][CH2:26][S:25][CH2:24][CH2:23]1. The reactants are O1C(=NC2=C1C=CC=C2)C=CC=2C(=NC(=C(C2)C(C)O)C)OCC2=CC=CC=C2 (3-[2-(benzoxazol-2-yl)ethenyl]-5-(1-hydroxyethyl)-6-methyl-2-benzyloxypyridine), C(C1=CC=CC=C1)OC1=NC=CC=C1 (benzyloxypyridine). Product: O1C(=NC2=C1C=CC=C2)CCC=2C(NC(=C(C2)C(C)O)C)=O ((+/-)-3-[2-(Benzoxazol-2-yl)ethyl]-5-(1-hydroxyethyl)-6-methyl-2(1H)-pyridinone). Reaction SMILES: [O:1]1[C:5]2[CH:6]=[CH:7][CH:8]=[CH:9][C:4]=2[N:3]=[C:2]1[CH:10]=[CH:11][C:12]1[C:13]([O:22]CC2C=CC=CC=2)=[N:14][C:15]([CH3:21])=[C:16]([CH:18]([OH:20])[CH3:19])[CH:17]=1.C(OC1C=CC=CN=1)C1C=CC=CC=1>>[O:1]1[C:5]2[CH:6]=[CH:7][CH:8]=[CH:9][C:4]=2[N:3]=[C:2]1[CH2:10][CH2:11][C:12]1[C:13](=[O:22])[NH:14][C:15]([CH3:21])=[C:16]([CH:18]([OH:20])[CH3:19])[CH:17]=1. Procedure: Following substantially the same procedure described in Example 3, Step F, but substituting 3-[2-(benzoxazol-2-yl)ethenyl]-5-(1-hydroxyethyl)-6-methyl-2-benzyloxypyridine for the benzyloxypyridine compound used therein, the title compound is obtained. Reactants: OCCn1cc(Br)c(-c2ccncc2)n1, O=C([O-])[O-], OB(O)c1ccc2c(c1)CCC2=NOCc1ccccc1, CC#N, [K+], [K+], O. Product: OCCn1cc(-c2ccc3c(c2)CCC3=NOCc2ccccc2)c(-c2ccncc2)n1. As a reaction SMILES: [Br:1][c:2]1[c:3](-[c:10]2[cH:11][cH:12][n:13][cH:14][cH:15]2)[n:4][n:5]([CH2:7][CH2:8][OH:9])[cH:6]1.[C:37](=[O:38])([O-:39])[O-:40].[CH2:16]([c:17]1[cH:18][cH:19][cH:20][cH:21][cH:22]1)[O:23][N:24]=[C:25]1[CH2:26][CH2:27][c:28]2[cH:29][c:30]([B:34]([OH:35])[OH:36])[cH:31][cH:32][c:33]21.[CH3:43][C:44]#[N:45].[K+:41].[K+:42].[OH2:46]>>[c:2]1(-[c:30]2[cH:29][c:28]3[c:33]([cH:32][cH:31]2)[C:25](=[N:24][O:23][CH2:16][c:17]2[cH:18][cH:19][cH:20][cH:21][cH:22]2)[CH2:26][CH2:27]3)[c:3](-[c:10]2[cH:11][cH:12][n:13][cH:14][cH:15]2)[n:4][n:5]([CH2:7][CH2:8][OH:9])[cH:6]1. Starting materials: aqueous solution, [OH-].[Na+] (sodium hydroxide), COC1=CC=C(COC([C@@H]2N(C[C@H](C2)OC=O)C(=O)OCC2=CC=C(C=C2)[N+](=O)[O-])=O)C=C1 (trans-1-p-nitrobenzyloxycarbonyl-4-formyloxy-D-proline p-methoxybenzyl ester). Solvent: C(C)(=O)OCC (ethyl acetate), O1CCCC1 (tetrahydrofuran). Reaction conditions: time 10 minute. The product is COC1=CC=C(COC([C@@H]2N(C[C@H](C2)O)C(=O)OCC2=CC=C(C=C2)[N+](=O)[O-])=O)C=C1 (trans-1-p-nitrobenzyloxycarbonyl-4-hydroxy-D-proline p-methoxybenzyl ester). RXN SMILES: [CH3:1][O:2][C:3]1[CH:33]=[CH:32][C:6]([CH2:7][O:8][C:9](=[O:31])[C@H:10]2[CH2:14][C@H:13]([O:15]C=O)[CH2:12][N:11]2[C:18]([O:20][CH2:21][C:22]2[CH:27]=[CH:26][C:25]([N+:28]([O-:30])=[O:29])=[CH:24][CH:23]=2)=[O:19])=[CH:5][CH:4]=1.[OH-].[Na+]>O1CCCC1.C(OCC)(=O)C>[CH3:1][O:2][C:3]1[CH:4]=[CH:5][C:6]([CH2:7][O:8][C:9](=[O:31])[C@H:10]2[CH2:14][C@H:13]([OH:15])[CH2:12][N:11]2[C:18]([O:20][CH2:21][C:22]2[CH:27]=[CH:26][C:25]([N+:28]([O-:30])=[O:29])=[CH:24][CH:23]=2)=[O:19])=[CH:32][CH:33]=1 |f:1.2|. Procedure: 215 mg of trans-1-p-nitrobenzyloxycarbonyl-4-formyloxy-D-proline p-methoxybenzyl ester was dissolved in 1.1 ml of tetrahydrofuran, and 0.93 ml of a 1N aqueous solution of sodium hydroxide was added to the resulting solution. After stirring for 10 minutes, the reaction mixture was diluted with ethyl acetate, washed with a saturated aqueous solution of sodium chloride, dried over sodium sulfate and distilled off to remove the solvent. The resulting residue was purified by silica gel thin layer chr... The product is C(C)(C)(C)OC(CC(CCOC1=CC=C(C=C1)C1=CC=C(C=C1)C#N)C(=O)O)=O (3-carboxy-5-[4-(4-cyanophenyl)phenoxy]pentanoic acid tert-butyl ester). Procedure details: To a solution in 2-propanol (30 mL) of 4-carboethoxy-5-[4-(4-cyanophenyl)phenoxy]pentanoic acid tert-butyl ester (0.9 g), prepared in step 1, was added aqueous 1M lithium hydroxide (8.6 mmol) and water (5 mL) to form a clear solution, and the reaction mixture was stirred for 3 hours. The reaction mixture was quenched with saturated aqueous NH4Cl and extracted twice with ethyl ether and once with ethyl acetate. The combined organic layers were dried over MgSO4, filtered, and concentrated in vacuo... As a reaction SMILES: [C:1]([O:5][C:6](=[O:31])[CH2:7][CH2:8][CH:9](C(OCC)=O)[CH2:10][O:11][C:12]1[CH:17]=[CH:16][C:15]([C:18]2[CH:23]=[CH:22][C:21]([C:24]#[N:25])=[CH:20][CH:19]=2)=[CH:14][CH:13]=1)([CH3:4])([CH3:3])[CH3:2].[OH-:32].[Li+].O.C[CH:36]([OH:38])C>>[C:1]([O:5][C:6](=[O:31])[CH2:7][CH:8]([C:36]([OH:38])=[O:32])[CH2:9][CH2:10][O:11][C:12]1[CH:13]=[CH:14][C:15]([C:18]2[CH:19]=[CH:20][C:21]([C:24]#[N:25])=[CH:22][CH:23]=2)=[CH:16][CH:17]=1)([CH3:2])([CH3:3])[CH3:4] |f:1.2|. Run at time 3 hour. The reactants are C(C)(C)(C)OC(CCC(COC1=CC=C(C=C1)C1=CC=C(C=C1)C#N)C(=O)OCC)=O (4-carboethoxy-5-[4-(4-cyanophenyl)phenoxy]pentanoic acid tert-butyl ester), CC(C)O (2-propanol), [OH-].[Li+] (lithium hydroxide), O (water).